This data is from the Open Reaction Database (ORD), a public repository of structured organic reaction records. The task is: describe an organic reaction: reactants, conditions, products, and yield The reactants are alcohol, OCC1=C2C(=C(C=3C=4C=CC=CC4NC13)C)C=NC=C2 (5-(Hydroxymethyl)-11-methyl-6H-pyrido [4,3-b] carbazole), reagent, CC(=O)C (acetone), CN=C=O (MeNCO). Run in N1=CC=CC=C1 (pyridine). Product: CNC(O)=O.OCC1=C2C(=C(C=3C=4C=CC=CC4NC13)C)C=NC=C2 (5-(Hydroxymethyl)-11-methyl-6H-pyrido [4,3-b] carbazole N-Methylcarbamate). Reaction SMILES: [OH:1][CH2:2][C:3]1[C:15]2[NH:14][C:13]3[CH:12]=[CH:11][CH:10]=[CH:9][C:8]=3[C:7]=2[C:6]([CH3:16])=[C:5]2[CH:17]=[N:18][CH:19]=[CH:20][C:4]=12.CC(C)=O.[CH3:25][N:26]=[C:27]=[O:28]>N1C=CC=CC=1>[CH3:25][NH:26][C:27](=[O:1])[OH:28].[OH:1][CH2:2][C:3]1[C:15]2[NH:14][C:13]3[CH:12]=[CH:11][CH:10]=[CH:9][C:8]=3[C:7]=2[C:6]([CH3:16])=[C:5]2[CH:17]=[N:18][CH:19]=[CH:20][C:4]=12 |f:4.5|. Procedure details: To a solution of 400 mg (1.53 mmol) of the carbinol 25 in 25 mL of dry pyridine and 20 mL of reagent grade acetone there was added 900 uL of MeNCO. The solution was magnetically stirred at room temperature in a stoppered flask until all the starting alcohol had disappeared as judged by TLC (ca. 3 days). The solvents were removed in vacuo, and the residue was crystallized from EtOAc-CH2Cl2 -MeOH to give 152 mg of the desired carbamate, mp 213°-214.5° C. The filtrate was concentrated to dryness an... Starting materials: IC=1C=C(C=CC1)C1=NC(=NO1)CSC1=NN=C(N1C)C=1SC=CC1 (5-(3-Iodo-phenyl)-3-(4-methyl-5-thiophen-2-yl-4H-[1,2,4]triazol-3-ylsulfanylmethyl)-[1,2,4]oxadiazole), O1C=C(C=C1)B(O)O (3-furan boronic acid), COCCOC (ethylene glycol dimethyl ether), C([O-])([O-])=O.[Na+].[Na+] (sodium carbonate). Reagents/catalysts: C=1C=CC(=CC1)[P](C=2C=CC=CC2)(C=3C=CC=CC3)[Pd]([P](C=4C=CC=CC4)(C=5C=CC=CC5)C=6C=CC=CC6)([P](C=7C=CC=CC7)(C=8C=CC=CC8)C=9C=CC=CC9)[P](C=1C=CC=CC1)(C=1C=CC=CC1)C=1C=CC=CC1 (tetrakis(triphenylphosphine)palladium(0)). The solvent is C(C)(=O)OCC (ethyl acetate). Run at temperature 90 celsius. The product is O1C=C(C=C1)C=1C=C(C=CC1)C1=NC(=NO1)CSC1=NN=C(N1C)C=1SC=CC1 (5-(3-Furan-3-yl-phenyl)-3-(4-methyl-5-thiophen-2-yl-4H-[1,2,4]triazol-3-ylsulfanylmethyl)-[1,2,4]oxadiazole). Isolated yield 59.3%. As a reaction SMILES: I[C:2]1[CH:3]=[C:4]([C:8]2[O:12][N:11]=[C:10]([CH2:13][S:14][C:15]3[N:19]([CH3:20])[C:18]([C:21]4[S:22][CH:23]=[CH:24][CH:25]=4)=[N:17][N:16]=3)[N:9]=2)[CH:5]=[CH:6][CH:7]=1.[O:26]1[CH:30]=[CH:29][C:28](B(O)O)=[CH:27]1.COCCOC.C(=O)([O-])[O-].[Na+].[Na+]>C(OCC)(=O)C.C1C=CC([P]([Pd]([P](C2C=CC=CC=2)(C2C=CC=CC=2)C2C=CC=CC=2)([P](C2C=CC=CC=2)(C2C=CC=CC=2)C2C=CC=CC=2)[P](C2C=CC=CC=2)(C2C=CC=CC=2)C2C=CC=CC=2)(C2C=CC=CC=2)C2C=CC=CC=2)=CC=1>[O:26]1[CH:30]=[CH:29][C:28]([C:2]2[CH:3]=[C:4]([C:8]3[O:12][N:11]=[C:10]([CH2:13][S:14][C:15]4[N:19]([CH3:20])[C:18]([C:21]5[S:22][CH:23]=[CH:24][CH:25]=5)=[N:17][N:16]=4)[N:9]=3)[CH:5]=[CH:6][CH:7]=2)=[CH:27]1 |f:3.4.5,^1:55,57,76,95|. Procedure details: To 5-(3-Iodo-phenyl)-3-(4-methyl-5-thiophen-2-yl-4H-[1,2,4]triazol-3-ylsulfanylmethyl)-[1,2,4]oxadiazole (50 mg, 0.10 mmol) in a vial was added 3-furan boronic acid (17 mg, 0.16 mmol), tetrakis(triphenylphosphine)palladium(0) (6 mg, 0.0052 mmol), ethylene glycol dimethyl ether (1 ml) and 2 M sodium carbonate (1 ml). The vial was then sealed and heated at 90° C. for 1 h with vigorous stirring. The reaction was cooled, diluted with ethyl acetate, washed with water and saturated brine, filtered and... The reactants are solution, C1(CCCC1)N (cyclopentylamine), ClC1=NC(=C2N=CN(C2=N1)[C@@H]1O[C@@H]([C@H]([C@H]1O)O)C1=CC(=NO1)CC)NC(CC)CC ((2R,3R,4S,5S)-2-[2-Chloro-6-(1-ethyl-propylamino)-purin-9-yl]-5-(3-ethyl-isoxazol-5yl)-tetrahydro-furan-3,4-diol), CS(=O)C (DMSO). Conditions: temperature 90 celsius. Yields the product C(=O)O.C1(CCCC1)NC1=NC(=C2N=CN(C2=N1)[C@@H]1O[C@@H]([C@H]([C@H]1O)O)C1=CC(=NO1)CC)NC(CC)CC ((2R,3R,4S,5S)-2-[2-(Cyclopentylamino)-6-(1-ethyl-propylamino)-purin-9-yl]-5-(3-ethyl-isoxazol-5-yl)-tetrahydro-furan-3,4-diol formate). Reaction SMILES: Cl[C:2]1[N:10]=[C:9]2[C:5]([N:6]=[CH:7][N:8]2[C@H:11]2[C@H:15]([OH:16])[C@H:14]([OH:17])[C@@H:13]([C:18]3[O:22][N:21]=[C:20]([CH2:23][CH3:24])[CH:19]=3)[O:12]2)=[C:4]([NH:25][CH:26]([CH2:29][CH3:30])[CH2:27][CH3:28])[N:3]=1.[CH:31]1([NH2:36])[CH2:35][CH2:34][CH2:33][CH2:32]1.CS(C)=[O:39]>>[CH:18]([OH:22])=[O:39].[CH:31]1([NH:36][C:2]2[N:10]=[C:9]3[C:5]([N:6]=[CH:7][N:8]3[C@H:11]3[C@H:15]([OH:16])[C@H:14]([OH:17])[C@@H:13]([C:18]4[O:22][N:21]=[C:20]([CH2:23][CH3:24])[CH:19]=4)[O:12]3)=[C:4]([NH:25][CH:26]([CH2:29][CH3:30])[CH2:27][CH3:28])[N:3]=2)[CH2:35][CH2:34][CH2:33][CH2:32]1 |f:3.4|. Procedure details: Intermediate 14 (0.206 g, 0.471 mmol) was dissolved in dry DMSO (2.2 ml). An a aliquot of this solution (0.1 ml, 0.021 mmol) was added to cyclopentylamine (0.011 g, 0.126 mmol) in a 1 ml sealed vial (e.g. Reacti-vial™). Mixture was heated at 90° C. for 114.75 h. The resultant crude product was purified by autoprep. HPLC to afford the title compound after freeze-drying as a white solid (0.001 g). LC/MS SYSTEM B Rt=3.07 mins, m/z=486 MH+. The reactants are CCCC1CCC(=O)CC1, CC(=O)O, ClCCCl, NCc1ccc(C(=O)NCCC(=O)O)cc1. Product: CCCC1CCC(NCc2ccc(C(=O)NCCC(=O)O)cc2)CC1. RXN SMILES: [CH2:17]([CH2:18][CH3:19])[CH:20]1[CH2:21][CH2:22][C:23](=[O:26])[CH2:24][CH2:25]1.[CH3:27][C:28](=[O:29])[OH:30].[Cl:31][CH2:32][CH2:33][Cl:34].[NH2:1][CH2:2][c:3]1[cH:4][cH:5][c:6]([C:7](=[O:8])[NH:9][CH2:10][CH2:11][C:12](=[O:13])[OH:14])[cH:15][cH:16]1>>[NH:1]([CH2:2][c:3]1[cH:4][cH:5][c:6]([C:7](=[O:8])[NH:9][CH2:10][CH2:11][C:12](=[O:13])[OH:14])[cH:15][cH:16]1)[CH:23]1[CH2:22][CH2:21][CH:20]([CH2:17][CH2:18][CH3:19])[CH2:25][CH2:24]1.